Dataset: the Open Reaction Database (ORD), a public repository of structured organic reaction records. Task: describe an organic reaction: reactants, conditions, products, and yield Reactants: CC1=[N+](C=CC(=C1C)OCCC)[O-] (2,3-dimethyl-4-propoxypyridine 1-oxide), CCOCC (ether), ClC(C(=O)Cl)(Cl)Cl (trichloroacetyl chloride), ClC(C(=O)Cl)(Cl)Cl (trichloroacetyl chloride), C(=O)=O (carbon dioxide). Run in C(C)(=O)OC(C)C (isopropyl acetate), C(C)(=O)OC(C)C (isopropyl acetate). Conditions: time 15 minute. The product is Cl.ClCC1=NC=CC(=C1C)OCCC (2-chloromethyl-3-methyl-4-propoxypyridine hydrochloride). As a reaction SMILES: [Cl:1]C(Cl)(Cl)C(Cl)=O.[CH3:8][C:9]1[C:14]([CH3:15])=[C:13]([O:16][CH2:17][CH2:18][CH3:19])[CH:12]=[CH:11][N+:10]=1[O-].C(=O)=O.CCOCC>C(OC(C)C)(=O)C>[ClH:1].[Cl:1][CH2:8][C:9]1[C:14]([CH3:15])=[C:13]([O:16][CH2:17][CH2:18][CH3:19])[CH:12]=[CH:11][N:10]=1 |f:5.6|. Reported procedure: A solution of 23 ml of trichloroacetyl chloride in 50 ml of isopropyl acetate is added dropwise during 1 hour to a solution, boiling at reflux under argon, of 13 g of 2,3-dimethyl-4-propoxypyridine 1-oxide in 250 ml of isopropyl acetate. At the beginning the reaction exhibits a very exothermic character. During the addition of the first mol equivalent of trichloroacetyl chloride a vigorous evolution of carbon dioxide is observed. The solution is subsequently stirred under argon for a further 15 ...